From a dataset of the Open Reaction Database (ORD), a public repository of structured organic reaction records. describe an organic reaction: reactants, conditions, products, and yield The reactants are [BH3-]C#N, CCOC(=O)c1cc2cc(C=O)sc2[nH]1, CC(Cl)Cl, [Na+]. Product: CCOC(=O)c1cc2cc(C)sc2[nH]1. Reaction SMILES: [C:16]([BH3-:17])#[N:18].[CH2:1]([CH3:2])[O:3][C:4](=[O:5])[c:6]1[cH:7][c:8]2[c:9]([nH:10]1)[s:11][c:12]([CH:14]=[O:15])[cH:13]2.[Cl:20][CH:21]([Cl:22])[CH3:23].[Na+:19]>>[CH2:1]([CH3:2])[O:3][C:4](=[O:5])[c:6]1[cH:7][c:8]2[c:9]([nH:10]1)[s:11][c:12]([CH3:14])[cH:13]2. Reactants: CC=1N=C2N(C(C1)=O)C=C(S2)C(=O)OC (7-methyl-5-oxo-5H-thiazolo[3,2-a]pyrimidine-2-carboxylic acid, methyl ester), pyridinium bromide perbromide. Solvent: ice water, N1=CC=CC=C1 (pyridine). Run at time 40 minute. The product is BrC1=C(N=C2N(C1=O)C=C(S2)C(=O)OC)C (6-bromo-7-methyl-5-oxo-5H-thiazolo[3,2-a]pyrimidine-2-carboxylic acid, methyl ester). The yield is 71.8%. As a reaction SMILES: [CH3:1][C:2]1[N:3]=[C:4]2[S:11][C:10]([C:12]([O:14][CH3:15])=[O:13])=[CH:9][N:5]2[C:6](=[O:8])[CH:7]=1.C1C=C[NH+]=CC=1.[Br:22][Br-]Br>N1C=CC=CC=1>[Br:22][C:7]1[C:6](=[O:8])[N:5]2[CH:9]=[C:10]([C:12]([O:14][CH3:15])=[O:13])[S:11][C:4]2=[N:3][C:2]=1[CH3:1] |f:1.2|. Procedure: 7-methyl-5-oxo-5H-thiazolo[3,2-a]pyrimidine-2-carboxylic acid, methyl ester (3.4 g), prepared according to Example 1, was reacted with pyridinium bromide perbromide (5.31 g) in anhydrous pyridine (80 ml) under stirring at room temperature for 40 minutes. The reaction mixture was poured in ice water and the precipitate was filtered and washed with water until neutral. The crude compound was purified over a SiO2 column, using chloroform:ethyl acetate 100:5 as eluent, so obtaining 3.3 g of 6-bromo-... Reactants: CN(CCCN=C=NCC)C (1-(3-dimethylaminopropyl)-3-ethylcarbodiimide), N1C=NC2=C1CCC(C2)C(=O)O (4,5,6,7-tetrahydro-1H-benzimidazole-5-carboxylic acid), ON1N=NC2=C1C=CC=C2 (1-hydroxybenzotriazole), CS(=O)(=O)C1=CC=C(CN)C=C1 (4-(Methylsulfonyl)benzylamine), C(C)N(C(C)C)C(C)C (ethyldiisopropylamine). The solvent is CN(C)C=O (DMF). Conditions: temperature 0 celsius, time 20 minute. The product is CS(=O)(=O)C1=CC=C(CNC(=O)C2CC3=C(NC=N3)CC2)C=C1 (4,5,6,7-Tetrahydro-1H-benzimidazole-5-carboxylic acid 4-methanesulfonylbenzylamide). Yield: 81.1%. Reaction SMILES: CN(C)CCCN=C=NCC.[NH:12]1[C:16]2[CH2:17][CH2:18][CH:19]([C:21]([OH:23])=O)[CH2:20][C:15]=2[N:14]=[CH:13]1.ON1C2C=CC=CC=2N=N1.[CH3:34][S:35]([C:38]1[CH:45]=[CH:44][C:41]([CH2:42][NH2:43])=[CH:40][CH:39]=1)(=[O:37])=[O:36].C(N(C(C)C)C(C)C)C>CN(C=O)C>[CH3:34][S:35]([C:38]1[CH:45]=[CH:44][C:41]([CH2:42][NH:43][C:21]([CH:19]2[CH2:18][CH2:17][C:16]3[NH:12][CH:13]=[N:14][C:15]=3[CH2:20]2)=[O:23])=[CH:40][CH:39]=1)(=[O:36])=[O:37]. Reported procedure: At 0° C. 1-(3-dimethylaminopropyl)-3-ethylcarbodiimide (0.23 g, 1.184 mmol) was added to a solution of 4,5,6,7-tetrahydro-1H-benzimidazole-5-carboxylic acid (024 g, 1.184 mmol) and 1-hydroxybenzotriazole (0.16 g, 1.184 mmol) in DMF (5 ml). The reaction mixture was stirred for 20 min at 0° C. 4-(Methylsulfonyl)benzylamine (0.26 g, 1.184 mmol) and ethyldiisopropylamine (0.90 ml, 5.211 mmol) were added successively. The reaction mixture was stirred for 16 hours, while it was warming up to room temp... Reactants: COC(=O)N[C@H](C(=O)N1[C@@H](CCC1)C=1NC(=CN1)C=1C=CC2=C(COC3=C4C(=CC=C23)C=C(C=C4)C4=CN=C(N4)[C@H]4N(CCC4)C([C@@H](C4=CC=CC=C4)NC(OC)=O)=O)C1)C(C)C (methyl (R)-2-((S)-2-(5-(8-(2-((S)-1-((S)-2-methoxycarbonylamino-3-methylbutanoyl)pyrrolidin-2-yl)-1H-imidazol-5-yl)-6H-dibenzo[c,h]chromen-2-yl)-1H-imidazol-2-yl)pyrrolidin-1-yl)-2-oxo-1-phenylethylcarbamate), COC(=O)N[C@H](C(=O)O)C(C)C ((S)-2-(methoxycarbonylamino)-3-methylbutanoic acid). The solvent is amide. Product: COC(=O)N[C@H](C(=O)N1[C@@H](CCC1)C=1NC(=CN1)C=1C=CC2=C(COC3=C4C(=CC=C23)C=C(C=C4)C4=CN=C(N4)[C@H]4N(CCC4)C([C@@H](C4=CC=CC=C4)NC(OC)=O)=O)C1)C1CCOCC1 (Methyl (R)-2-((S)-2-(5-(8-(2-((S)-1-((S)-2-methoxycarbonylamino-2-(tetrahydro-2H-pyran-4-yl)acetyl)pyrrolidin-2-yl)-1H-imidazol-5-yl)-6H-dibenzo[c,h]chromen-2-yl)-1H-imidazol-2-yl)pyrrolidin-1-yl)-2-oxo-1-phenylethylcarbamate). As a reaction SMILES: [CH3:1][O:2][C:3]([NH:5][C@@H:6]([CH:61]([CH3:63])[CH3:62])[C:7]([N:9]1[CH2:13][CH2:12][CH2:11][C@H:10]1[C:14]1[NH:15][C:16]([C:19]2[CH:20]=[CH:21][C:22]3[C:31]4[C:26](=[C:27]5[CH:35]=[CH:34][C:33]([C:36]6[NH:40][C:39]([C@@H:41]7[CH2:45][CH2:44][CH2:43][N:42]7[C:46](=[O:59])[C@H:47]([NH:54][C:55](=[O:58])[O:56][CH3:57])[C:48]7[CH:53]=[CH:52][CH:51]=[CH:50][CH:49]=7)=[N:38][CH:37]=6)=[CH:32][C:28]5=[CH:29][CH:30]=4)[O:25][CH2:24][C:23]=3[CH:60]=2)=[CH:17][N:18]=1)=[O:8])=[O:4].[CH3:64][O:65][C:66](N[C@@H](C(C)C)C(O)=O)=O>>[CH3:1][O:2][C:3]([NH:5][C@@H:6]([CH:61]1[CH2:63][CH2:66][O:65][CH2:64][CH2:62]1)[C:7]([N:9]1[CH2:13][CH2:12][CH2:11][C@H:10]1[C:14]1[NH:15][C:16]([C:19]2[CH:20]=[CH:21][C:22]3[C:31]4[C:26](=[C:27]5[CH:35]=[CH:34][C:33]([C:36]6[NH:40][C:39]([C@@H:41]7[CH2:45][CH2:44][CH2:43][N:42]7[C:46](=[O:59])[C@H:47]([NH:54][C:55](=[O:58])[O:56][CH3:57])[C:48]7[CH:49]=[CH:50][CH:51]=[CH:52][CH:53]=7)=[N:38][CH:37]=6)=[CH:32][C:28]5=[CH:29][CH:30]=4)[O:25][CH2:24][C:23]=3[CH:60]=2)=[CH:17][N:18]=1)=[O:8])=[O:4]. Reported procedure: This compound was made in an analogous manner to methyl (R)-2-((S)-2-(5-(8-(2-((S)-1-((S)-2-methoxycarbonylamino-3-methylbutanoyl)pyrrolidin-2-yl)-1H-imidazol-5-yl)-6H-dibenzo[c,h]chromen-2-yl)-1H-imidazol-2-yl)pyrrolidin-1-yl)-2-oxo-1-phenylethylcarbamate, substituting (S)-2-(methoxycarbonylamino)-2-(tetrahydro-2H-pyran-4-yl)acetic acid for (S)-2-(methoxycarbonylamino)-3-methylbutanoic acid in the first amide coupling. LCMS-ESI+: calculated for C50H52N8O8: 893.00; observed [M+1]+: 894.00. Reactants: C(C)(=O)C=1C=C(C#N)C=CC1O (3-acetyl-4-hydroxybenzonitrile), CC(=O)C(OC)OC (pyruvic aldehyde dimethyl acetal), N1CCCC1 (pyrrolidine). Run in C1(=CC=CC=C1)C (toluene). Reaction conditions: time 30 minute. Yields the product COC(C1(OC2=C(C3C1O3)C=C(C=C2)C#N)C)OC (2-dimethoxymethyl-2-methyl-3,4-epoxy-6-cyano-3,4-dihydro-2H-1-benzopyran). The yield is 85.7%. As a reaction SMILES: [C:1]([C:4]1[CH:5]=[C:6]([CH:9]=[CH:10][C:11]=1[OH:12])[C:7]#[N:8])(=[O:3])[CH3:2].[CH3:13][C:14]([CH:16]([O:19][CH3:20])[O:17][CH3:18])=O.N1CCCC1>C1(C)C=CC=CC=1>[CH3:18][O:17][CH:16]([O:19][CH3:20])[C:14]1([CH3:13])[CH:2]2[O:3][CH:1]2[C:4]2[CH:5]=[C:6]([C:7]#[N:8])[CH:9]=[CH:10][C:11]=2[O:12]1. Reported procedure: In 100 ml of toluene were dissolved 8.06 g (50 mmole) of 3-acetyl-4-hydroxybenzonitrile and 7.68 g (65 mmole) of pyruvic aldehyde dimethyl acetal; and, then 1.67 ml (20 mmole) of pyrrolidine was added thereto at room temperature. 30 minutes thereafter, the reactants were heated to reflux for 8 hours using Dean-Stark apparatus; the solvent was removed under reduced pressure; and, 50 ml of 2N HCl solution was added thereto. The resultant solution was stirred for 30 minutes at room temperature, ext... Starting materials: O=C([O-])O, CCO, COc1nc(Cl)cc(Cl)n1, Cl, NCCc1ccc2c(c1)OC(F)(F)O2, [Na+]. Product: COc1nc(Cl)cc(NCCc2ccc3c(c2)OC(F)(F)O3)n1. RXN SMILES: [C:26](=[O:27])([OH:28])[O-:29].[CH3:31][CH2:32][OH:33].[Cl:1][c:2]1[n:3][c:4]([O:9][CH3:10])[n:5][c:6]([Cl:8])[cH:7]1.[ClH:11].[F:12][C:13]1([F:25])[O:14][c:15]2[c:16]([cH:18][cH:19][c:20]([CH2:22][CH2:23][NH2:24])[cH:21]2)[O:17]1.[Na+:30]>>[c:2]1([NH:24][CH2:23][CH2:22][c:20]2[cH:19][cH:18][c:16]3[c:15]([cH:21]2)[O:14][C:13]([F:12])([F:25])[O:17]3)[n:3][c:4]([O:9][CH3:10])[n:5][c:6]([Cl:8])[cH:7]1. Starting materials: C(C)(C)(C)OC(=O)NC(CC(=O)N[C@H]1C(NC2=C(CC1)C=CC=C2)=O)(C)C (3-t-butoxycarbonylamino-3-methyl-N-[2,3,4,5-tetrahydro-2-oxo-1H-1-benzazepin-3(R)-yl]-butanamide), BrCC1=CC=C(C=C1)C1=C(C=CC=C1)C1=NN(C=N1)C(C1=CC=CC=C1)(C1=CC=CC=C1)C1=CC=CC=C1 (4-bromomethyl-2'-(1-triphenylmethyl-1,2,4-triazol-3-yl)-1,1'-biphenyl). Yields the product C(C)(C)(C)OC(=O)NC(CC(=O)N[C@H]1C(N(C2=C(CC1)C=CC=C2)CC2=CC=C(C=C2)C2=C(C=CC=C2)C2=NN(C=N2)C(C2=CC=CC=C2)(C2=CC=CC=C2)C2=CC=CC=C2)=O)(C)C (3-t-Butoxycarbonylamino-3-methyl-N-[2,3,4,5-tetrahydro-2-oxo-1-[[2'-(1-triphenylmethyl-1, 2,4-triazol-3-yl)[1,1'-biphenyl]-4-yl]methyl]-1H-1-benzazepin-3(R)-yl]-butanamide). Reaction SMILES: [C:1]([O:5][C:6]([NH:8][C:9]([CH3:27])([CH3:26])[CH2:10][C:11]([NH:13][C@@H:14]1[CH2:20][CH2:19][C:18]2[CH:21]=[CH:22][CH:23]=[CH:24][C:17]=2[NH:16][C:15]1=[O:25])=[O:12])=[O:7])([CH3:4])([CH3:3])[CH3:2].Br[CH2:29][C:30]1[CH:35]=[CH:34][C:33]([C:36]2[CH:41]=[CH:40][CH:39]=[CH:38][C:37]=2[C:42]2[N:46]=[CH:45][N:44]([C:47]([C:60]3[CH:65]=[CH:64][CH:63]=[CH:62][CH:61]=3)([C:54]3[CH:59]=[CH:58][CH:57]=[CH:56][CH:55]=3)[C:48]3[CH:53]=[CH:52][CH:51]=[CH:50][CH:49]=3)[N:43]=2)=[CH:32][CH:31]=1>>[C:1]([O:5][C:6]([NH:8][C:9]([CH3:27])([CH3:26])[CH2:10][C:11]([NH:13][C@@H:14]1[CH2:20][CH2:19][C:18]2[CH:21]=[CH:22][CH:23]=[CH:24][C:17]=2[N:16]([CH2:29][C:30]2[CH:31]=[CH:32][C:33]([C:36]3[CH:41]=[CH:40][CH:39]=[CH:38][C:37]=3[C:42]3[N:46]=[CH:45][N:44]([C:47]([C:60]4[CH:65]=[CH:64][CH:63]=[CH:62][CH:61]=4)([C:54]4[CH:55]=[CH:56][CH:57]=[CH:58][CH:59]=4)[C:48]4[CH:53]=[CH:52][CH:51]=[CH:50][CH:49]=4)[N:43]=3)=[CH:34][CH:35]=2)[C:15]1=[O:25])=[O:12])=[O:7])([CH3:4])([CH3:2])[CH3:3]. Procedure: Prepared from 3-t-butoxycarbonylamino-3-methyl-N-[2,3,4,5-tetrahydro-2-oxo-1H-1-benzazepin-3(R)-yl]-butanamide (Examle 1, Step I) and 4-bromomethyl-2'-(1-triphenylmethyl-1,2,4-triazol-3-yl)-1,1'-biphenyl by the procedure described in Example 2, Step E. Reactants: C(C)(=O)O[BH-](OC(C)=O)OC(C)=O.[Na+] (sodium triacetoxyborohydride), Cl.COC([C@H](N)C)=O (D-alanine methyl ester hydrochloride), C(C)(=O)[O-].[K+] (potassium acetate), O1CCOC12CCC(CC2)=O (1,4-dioxaspiro[4.5]decan-8-one), C([O-])(O)=O.[Na+] (sodium bicarbonate). Run in ClCCl (dichloromethane). Yields the product O1CCOC12CCC(CC2)N[C@H](C)C(=O)OC (methyl N-1,4-dioxaspiro[4.5]dec-8-yl-D-alaninate). Isolated yield 67.0%. As a reaction SMILES: Cl.[CH3:2][O:3][C:4](=[O:8])[C@@H:5]([CH3:7])[NH2:6].C([O-])(=O)C.[K+].[O:14]1[C:18]2([CH2:23][CH2:22][C:21](=O)[CH2:20][CH2:19]2)[O:17][CH2:16][CH2:15]1.C(O[BH-](OC(=O)C)OC(=O)C)(=O)C.[Na+].C(=O)(O)[O-].[Na+]>ClCCl>[O:14]1[C:18]2([CH2:23][CH2:22][CH:21]([NH:6][C@@H:5]([C:4]([O:3][CH3:2])=[O:8])[CH3:7])[CH2:20][CH2:19]2)[O:17][CH2:16][CH2:15]1 |f:0.1,2.3,5.6,7.8|. Procedure: To a stirred mixture of D-alanine methyl ester hydrochloride (1, 12 g, 85.9 mmol) in anhydrous dichloromethane (120 mL) was added potassium acetate (8.5 g, 85.9 mmol) and the resulting reaction mixture was stirred at rt for ten minutes. The reaction was then cooled to 10° C. and treated with 1,4-dioxaspiro[4.5]decan-8-one (2, 13.4 g, 85.9 mmol), followed by the addition of sodium triacetoxyborohydride (22.6 g, 106.6 mmol) in portions over a period of ten minutes. The resulting reaction mixture w...